This data is from the Open Reaction Database (ORD), a public repository of structured organic reaction records. The task is: describe an organic reaction: reactants, conditions, products, and yield The product is CCNCCOc1ccc2c(c1)c(S(=O)(=O)c1cccc3ccccc13)nn2C. Reactants: C1CCOC1, Cc1ccc(S(=O)(=O)OCCOc2ccc3c(c2)c(S(=O)(=O)c2cccc4ccccc24)nn3C)cc1, CCN. Reaction SMILES: [CH2:41]1[O:42][CH2:43][CH2:44][CH2:45]1.[CH3:1][n:2]1[n:3][c:4]([S:25](=[O:26])(=[O:27])[c:28]2[cH:29][cH:30][cH:31][c:32]3[cH:33][cH:34][cH:35][cH:36][c:37]23)[c:5]2[cH:6][c:7]([O:11][CH2:12][CH2:13][O:14][S:15]([c:16]3[cH:17][cH:18][c:19]([CH3:20])[cH:21][cH:22]3)(=[O:23])=[O:24])[cH:8][cH:9][c:10]12.[CH3:38][CH2:39][NH2:40]>>[CH3:1][n:2]1[n:3][c:4]([S:25](=[O:26])(=[O:27])[c:28]2[cH:29][cH:30][cH:31][c:32]3[cH:33][cH:34][cH:35][cH:36][c:37]23)[c:5]2[cH:6][c:7]([O:11][CH2:12][CH2:13][NH:40][CH2:39][CH3:38])[cH:8][cH:9][c:10]12. Starting materials: [BH3-]C#N, CO, O=CC12CC(c3ccccc31)c1ccccc12, Cl, c1cnc(NC2CCNCC2)nc1, [Na+]. Yields the product c1cnc(NC2CCN(CC34CC(c5ccccc53)c3ccccc34)CC2)nc1. As a reaction SMILES: [C:32]([BH3-:33])#[N:34].[CH3:36][OH:37].[CH:1](=[O:2])[C:3]12[c:4]3[cH:5][cH:6][cH:7][cH:8][c:9]3[CH:10]([c:11]3[cH:12][cH:13][cH:14][cH:15][c:16]31)[CH2:17]2.[ClH:18].[NH:19]1[CH2:20][CH2:21][CH:22]([NH:25][c:26]2[n:27][cH:28][cH:29][cH:30][n:31]2)[CH2:23][CH2:24]1.[Na+:35]>>[CH2:1]([C:3]12[c:4]3[cH:5][cH:6][cH:7][cH:8][c:9]3[CH:10]([c:11]3[cH:12][cH:13][cH:14][cH:15][c:16]31)[CH2:17]2)[N:19]1[CH2:20][CH2:21][CH:22]([NH:25][c:26]2[n:27][cH:28][cH:29][cH:30][n:31]2)[CH2:23][CH2:24]1.